This data is from the Open Reaction Database (ORD), a public repository of structured organic reaction records. The task is: describe an organic reaction: reactants, conditions, products, and yield The reactants are NC1=C(C=CC=C1)NC1=CC(=C(C(=O)C2=C(C=CC=C2)C)C=C1)Cl (4-(2-aminophenylamino)-2-chloro-2′-methylbenzophenone), C1(CCC(=O)O1)=O (succinic anhydride). Solvent: C(C)(=O)O (acetic acid). Run at time 20 minute. Product: ClC=1C=C(C=CC1C(C1=C(C=CC=C1)C)=O)NC1=C(C=CC=C1)NC(CCC(=O)O)=O (N-[2-[3-Chloro-4-(2-methylbenzoyl)-phenylamino]phenyl]-succinamic Acid). Reaction SMILES: [NH2:1][C:2]1[CH:7]=[CH:6][CH:5]=[CH:4][C:3]=1[NH:8][C:9]1[CH:23]=[CH:22][C:12]([C:13]([C:15]2[CH:20]=[CH:19][CH:18]=[CH:17][C:16]=2[CH3:21])=[O:14])=[C:11]([Cl:24])[CH:10]=1.[C:25]1(=[O:31])[O:30][C:28](=[O:29])[CH2:27][CH2:26]1>C(O)(=O)C>[Cl:24][C:11]1[CH:10]=[C:9]([NH:8][C:3]2[CH:4]=[CH:5][CH:6]=[CH:7][C:2]=2[NH:1][C:25](=[O:31])[CH2:26][CH2:27][C:28]([OH:30])=[O:29])[CH:23]=[CH:22][C:12]=1[C:13](=[O:14])[C:15]1[CH:20]=[CH:19][CH:18]=[CH:17][C:16]=1[CH3:21]. Reported procedure: A stirred solution of 4-(2-aminophenylamino)-2-chloro-2′-methylbenzophenone (3.0 mmol) in glacial acetic acid (5.0 ml) was heated to 70° C., then succinic anhydride (4.0 mmol) was added. The temperature was held at 100° C. for 20 min after which the reaction mixture was concentrated in vacuo to afford a light brown syrupy, which crystallised on standing. Trituration with a mixture of Et2O/CH2Cl2 3:1 followed by filtration and washing yielded the product as white crystals. The reactants are N#Cc1cc(C(=O)O)c2ccccc2c1, [Cl-], CCNCC(CCN1CCC(c2ccccc2S(C)=O)CC1)c1ccc(Cl)c(Cl)c1, CNCC(CCN1CCC(c2ccccc2S(C)=O)CC1)c1ccc(Cl)c(Cl)c1, CCOC(=O)Cl. Yields the product CCN(CC(CCN1CCC(c2ccccc2S(C)=O)CC1)c1ccc(Cl)c(Cl)c1)C(=O)c1cc(C#N)cc2ccccc12. RXN SMILES: [C:1](#[N:2])[c:3]1[cH:4][c:5]([C:13](=[O:14])[OH:15])[c:6]2[cH:7][cH:8][cH:9][cH:10][c:11]2[cH:12]1.[Cl-:16].[Cl:17][c:18]1[cH:19][c:20]([CH:25]([CH2:26][NH:27][CH2:28][CH3:29])[CH2:30][CH2:31][N:32]2[CH2:33][CH2:34][CH:35]([c:38]3[c:39]([S:44](=[O:45])[CH3:46])[cH:40][cH:41][cH:42][cH:43]3)[CH2:36][CH2:37]2)[cH:21][cH:22][c:23]1[Cl:24].[Cl:47][c:48]1[cH:49][c:50]([CH:51]([CH2:52][CH2:53][N:54]2[CH2:55][CH2:56][CH:57]([c:58]3[cH:59][cH:60][cH:61][cH:62][c:63]3[S:64]([CH3:65])=[O:66])[CH2:67][CH2:68]2)[CH2:69][NH:70][CH3:71])[cH:72][cH:73][c:74]1[Cl:75].[Cl:76][C:77]([O:78][CH2:79][CH3:80])=[O:81]>>[C:1](#[N:2])[c:3]1[cH:4][c:5]([C:13](=[O:15])[N:27]([CH2:26][CH:25]([c:20]2[cH:19][c:18]([Cl:17])[c:23]([Cl:24])[cH:22][cH:21]2)[CH2:30][CH2:31][N:32]2[CH2:33][CH2:34][CH:35]([c:38]3[c:39]([S:44](=[O:45])[CH3:46])[cH:40][cH:41][cH:42][cH:43]3)[CH2:36][CH2:37]2)[CH2:28][CH3:29])[c:6]2[cH:7][cH:8][cH:9][cH:10][c:11]2[cH:12]1. Starting materials: C1CCOC1, Cc1cccc(C)c1-c1ccc(C(=O)O)c2nccnc12, CN1CCN(Cc2c[nH]c([N+](=O)[O-])n2)CC1, CO, CO, CO, ClCCl. The product is Cc1cccc(C)c1-c1ccc(C(=O)Nc2nc(CN3CCN(C)CC3)c[nH]2)c2nccnc12. As a reaction SMILES: [CH2:40]1[O:41][CH2:42][CH2:43][CH2:44]1.[CH3:17][c:18]1[c:19](-[c:25]2[cH:26][cH:27][c:28]([C:35](=[O:36])[OH:37])[c:29]3[n:30][cH:31][cH:32][n:33][c:34]23)[c:20]([CH3:24])[cH:21][cH:22][cH:23]1.[CH3:1][N:2]1[CH2:3][CH2:4][N:5]([CH2:8][c:9]2[n:10][c:11]([N+:14]([O-:15])=[O:16])[nH:12][cH:13]2)[CH2:6][CH2:7]1.[CH3:38][OH:39].[CH3:45][OH:46].[CH3:50][OH:51].[Cl:47][CH2:48][Cl:49]>>[CH3:1][N:2]1[CH2:3][CH2:4][N:5]([CH2:8][c:9]2[n:10][c:11]([NH:14][C:35]([c:28]3[cH:27][cH:26][c:25](-[c:19]4[c:18]([CH3:17])[cH:23][cH:22][cH:21][c:20]4[CH3:24])[c:34]4[c:29]3[n:30][cH:31][cH:32][n:33]4)=[O:36])[nH:12][cH:13]2)[CH2:6][CH2:7]1.